This data is from the Open Reaction Database (ORD), a public repository of structured organic reaction records. The task is: describe an organic reaction: reactants, conditions, products, and yield The reactants are FC1=C(C=C(C=C1)F)B(O)O ((2,5-difluorophenyl)boronic acid), C([O-])([O-])=O.[Cs+].[Cs+] (cesium carbonate), C(C)(C)(C)OC(=O)N(C(=O)[O-])C=1SC[C@H]2[C@@](N1)(CO[C@@H]2C)C2=C(C=CC(=C2)Br)F (tert-Butyl[(4aS,5R,7aS)-7a-(5-bromo-2-fluorophenyl)-5-methyl-4a,5,7,7a-tetrahydro-4H-furo[3,4-d][1,3]thiazin-2-yl]imidodicarbonate), O (water). Reagents/catalysts: Cl[Pd]Cl.C1(=CC=CC=C1)P(C1=CC=CC=C1)C1=CC=CC=C1 (dichloropalladium triphenylphosphane). Solvent: C(C)O (ethanol), COCCOC (1,2-dimethoxyethane), C(=O)(O)[O-].[Na+] (NaHCO3). Reaction conditions: temperature 100 celsius, time 1 hour. Yields the product C[C@H]1OC[C@@]2(N=C(SC[C@@H]21)N)C=2C=C(C=CC2F)C2=C(C=CC(=C2)F)F ((4aS,5R,7aS)-5-Methyl-7a-(2′,4,5′-trifluoro-[1,1′-biphenyl]-3-yl)-4a,5,7,7a-tetrahydro-4H-furo[3,4-d][1,3]thiazin-2-amine). The yield is 14.0%. Reaction SMILES: C(OC([N:8]([C:12]1[S:13][CH2:14][C@@H:15]2[C@@H:20]([CH3:21])[O:19][CH2:18][C@:16]2([C:22]2[CH:27]=[C:26](Br)[CH:25]=[CH:24][C:23]=2[F:29])[N:17]=1)C([O-])=O)=O)(C)(C)C.O.[F:31][C:32]1[CH:37]=[CH:36][C:35]([F:38])=[CH:34][C:33]=1B(O)O.C(=O)([O-])[O-].[Cs+].[Cs+]>COCCOC.C([O-])(O)=O.[Na+].Cl[Pd]Cl.C1(P(C2C=CC=CC=2)C2C=CC=CC=2)C=CC=CC=1.C(O)C>[CH3:21][C@@H:20]1[C@@H:15]2[C@@:16]([C:22]3[CH:27]=[C:26]([C:36]4[CH:37]=[C:32]([F:31])[CH:33]=[CH:34][C:35]=4[F:38])[CH:25]=[CH:24][C:23]=3[F:29])([N:17]=[C:12]([NH2:8])[S:13][CH2:14]2)[CH2:18][O:19]1 |f:3.4.5,7.8,9.10|. Procedure details: tert-Butyl[(4aS,5R,7aS)-7a-(5-bromo-2-fluorophenyl)-5-methyl-4a,5,7,7a-tetrahydro-4H-furo[3,4-d][1,3]thiazin-2-yl]imidodicarbonate (0.15 g, 0.34 mmol) was dissolved in 1,2-dimethoxyethane (1.5 mL), water (0.7 mL) and ethanol (0.5 mL). The resulting solution was heated to 100° C. and to it was added (2,5-difluorophenyl)boronic acid (0.11 g, 0.67 mmol), cesium carbonate (0.659 g, 2.02 mmol) and dichloropalladium-triphenylphosphane (0.047 g, 0.067 mmol) and the reaction was stirred at 100° C. After... The reactants are C1(CCCC1)[C@H](NC(=O)C=1C=C2C(=NNC2=CC1)I)C1=NC=CC=C1 ((S)—N-(cyclopentyl(pyridin-2-yl)methyl)-3-iodo-1H-indazole-5-carboxamide), CC1(OB(OC1(C)C)C1=CC=C(C=C1)N1CC2(COC2)C1)C (6-(4-(4,4,5,5-tetramethyl-1,3,2-dioxaborolan-2-yl)phenyl)-2-oxa-6-azaspiro[3.3]heptane), C(=O)([O-])[O-].[Na+].[Na+] (Na2CO3). Reagents/catalysts: C=1C=CC(=CC1)[P](C=2C=CC=CC2)(C=3C=CC=CC3)[Pd]([P](C=4C=CC=CC4)(C=5C=CC=CC5)C=6C=CC=CC6)([P](C=7C=CC=CC7)(C=8C=CC=CC8)C=9C=CC=CC9)[P](C=1C=CC=CC1)(C=1C=CC=CC1)C=1C=CC=CC1 (Pd(PPh3)4). Run in C1(=CC=CC=C1)C.CCO (PhMe EtOH), CCOC(=O)C (EtOAc). Reaction conditions: temperature 130 celsius. Product: C1OCC12CN(C2)C2=CC=C(C=C2)C2=NNC1=CC=C(C=C21)C(=O)N[C@H](C2=NC=CC=C2)C2CCCC2 ((S)-3-(4-(2-oxa-6-azaspiro[3.3]heptan-6-yl)phenyl)-N-(cyclopentyl(pyridin-2-yl)methyl)-1H-indazole-5-carboxamide). RXN SMILES: [CH:1]1([C@@H:6]([C:20]2[CH:25]=[CH:24][CH:23]=[CH:22][N:21]=2)[NH:7][C:8]([C:10]2[CH:11]=[C:12]3[C:16](=[CH:17][CH:18]=2)[NH:15][N:14]=[C:13]3I)=[O:9])[CH2:5][CH2:4][CH2:3][CH2:2]1.CC1(C)C(C)(C)OB([C:34]2[CH:39]=[CH:38][C:37]([N:40]3[CH2:46][C:42]4([CH2:45][O:44][CH2:43]4)[CH2:41]3)=[CH:36][CH:35]=2)O1.C([O-])([O-])=O.[Na+].[Na+]>C1(C)C=CC=CC=1.CCO.CCOC(C)=O.C1C=CC([P]([Pd]([P](C2C=CC=CC=2)(C2C=CC=CC=2)C2C=CC=CC=2)([P](C2C=CC=CC=2)(C2C=CC=CC=2)C2C=CC=CC=2)[P](C2C=CC=CC=2)(C2C=CC=CC=2)C2C=CC=CC=2)(C2C=CC=CC=2)C2C=CC=CC=2)=CC=1>[CH2:45]1[C:42]2([CH2:46][N:40]([C:37]3[CH:38]=[CH:39][C:34]([C:13]4[C:12]5[C:16](=[CH:17][CH:18]=[C:10]([C:8]([NH:7][C@@H:6]([CH:1]6[CH2:5][CH2:4][CH2:3][CH2:2]6)[C:20]6[CH:25]=[CH:24][CH:23]=[CH:22][N:21]=6)=[O:9])[CH:11]=5)[NH:15][N:14]=4)=[CH:35][CH:36]=3)[CH2:41]2)[CH2:43][O:44]1 |f:2.3.4,5.6,^1:73,75,94,113|. Procedure: The title compound was synthesized according to General Method C2 by utilizing (S)—N-(cyclopentyl(pyridin-2-yl)methyl)-3-iodo-1H-indazole-5-carboxamide (135 mg, 0.30 mmol), 6-(4-(4,4,5,5-tetramethyl-1,3,2-dioxaborolan-2-yl)phenyl)-2-oxa-6-azaspiro[3.3]heptane (100 mg, 0.33 mmol), Pd(PPh3)4 (36 mg, 0.044 mmol) and 2 M aq Na2CO3 (0.3 mL) in PhMe/EtOH (14 mL, 1:1 mixture). The reaction mixture was heated under microwave irradiation at 130° C. for 3 h. The reaction mixture was diluted with EtOAc (20... The reactants are C(C1=CC=CC=C1)OC(C(F)(F)F)(C(F)(F)F)C1=CC(=C(C=C1)N1CCN(CC1)C(CBr)=O)\C=C/C ((Z)-1-(4-{4-[2-(benzyloxy)-1,1,1,3,3,3-hexafluoropropan-2-yl]-2-(prop-1-en-1-yl)phenyl}piperazin-1-yl)-2-bromoethanone), O1CCOC=2C=NC(=CC21)C2(C(NC(N2)=O)=O)C (5-(2,3-dihydro-[1,4]dioxino[2,3-c]pyridin-7-yl)-5-methyl imidazolidine-2,4-dione). The product is C(C1=CC=CC=C1)OC(C(F)(F)F)(C(F)(F)F)C1=CC(=C(C=C1)N1CCN(CC1)C(CN1C(NC(C1=O)(C)C1=CC2=C(C=N1)OCCO2)=O)=O)C=CC (3-[2-(4-{4-[2-(benzyloxy)-1,1,1,3,3,3-hexafluoropropan-2-yl]-2-(prop-1-en-1-yl)phenyl}piperazin-1-yl)-2-oxoethyl]-5-(2,3-dihydro-[1,4]dioxino[2,3-c]pyridin-7-yl)-5-methylimidazolidine-2,4-dione). RXN SMILES: [CH2:1]([O:8][C:9]([C:18]1[CH:23]=[CH:22][C:21]([N:24]2[CH2:29][CH2:28][N:27]([C:30](=[O:33])[CH2:31]Br)[CH2:26][CH2:25]2)=[C:20](/[CH:34]=[CH:35]\[CH3:36])[CH:19]=1)([C:14]([F:17])([F:16])[F:15])[C:10]([F:13])([F:12])[F:11])[C:2]1[CH:7]=[CH:6][CH:5]=[CH:4][CH:3]=1.[O:37]1[C:46]2[CH:45]=[C:44]([C:47]3([CH3:54])[NH:51][C:50](=[O:52])[NH:49][C:48]3=[O:53])[N:43]=[CH:42][C:41]=2[O:40][CH2:39][CH2:38]1>>[CH2:1]([O:8][C:9]([C:18]1[CH:23]=[CH:22][C:21]([N:24]2[CH2:29][CH2:28][N:27]([C:30](=[O:33])[CH2:31][N:49]3[C:48](=[O:53])[C:47]([C:44]4[N:43]=[CH:42][C:41]5[O:40][CH2:39][CH2:38][O:37][C:46]=5[CH:45]=4)([CH3:54])[NH:51][C:50]3=[O:52])[CH2:26][CH2:25]2)=[C:20]([CH:34]=[CH:35][CH3:36])[CH:19]=1)([C:14]([F:17])([F:16])[F:15])[C:10]([F:13])([F:12])[F:11])[C:2]1[CH:7]=[CH:6][CH:5]=[CH:4][CH:3]=1. Procedure details: (Z)-1-(4-{4-[2-(benzyloxy)-1,1,1,3,3,3-hexafluoropropan-2-yl]-2-(prop-1-en-1-yl)phenyl}piperazin-1-yl)-2-bromoethanone and 5-(2,3-dihydro-[1,4]dioxino[2,3-c]pyridin-7-yl)-5-methyl imidazolidine-2,4-dione were used for a similar reaction and treatment as Example 14-1, and the title compound was obtained as a yellow oil.